Dataset: the Open Reaction Database (ORD), a public repository of structured organic reaction records. Task: describe an organic reaction: reactants, conditions, products, and yield Starting materials: C(C)(=O)C(C(C)=O)CC=C(CCC=C(CCC=C(C)C)C)C (3-acetyl-6,10,14-trimethyl-5,9,13-pentadecatriene-2-on). The reagents and catalysts are [C].[Pd] (palladium-carbon). Solvent: O1CCOCC1 (dioxane), [H][H] (hydrogen). Yields the product C(C)(=O)C(C(C)=O)CCC(CCCC(CCCC(C)C)C)C (3-acetyl-6,10,14-trimethyl-pentadecane-2-on). Reaction SMILES: [C:1]([CH:4]([CH2:8][CH:9]=[C:10]([CH3:22])[CH2:11][CH2:12][CH:13]=[C:14]([CH3:21])[CH2:15][CH2:16][CH:17]=[C:18]([CH3:20])[CH3:19])[C:5](=[O:7])[CH3:6])(=[O:3])[CH3:2]>O1CCOCC1.[H][H].[C].[Pd]>[C:5]([CH:4]([CH2:8][CH2:9][CH:10]([CH3:22])[CH2:11][CH2:12][CH2:13][CH:14]([CH3:21])[CH2:15][CH2:16][CH2:17][CH:18]([CH3:20])[CH3:19])[C:1](=[O:3])[CH3:2])(=[O:7])[CH3:6] |f:3.4|. Reported procedure: 10 Grams of 3-acetyl-6,10,14-trimethyl-5,9,13-pentadecatriene-2-on (Compound No. 2 in the Table) were dissolved in 10 g of dioxane, and one gram of 5% palladium-carbon was added to the solution. The mixture was catalytically reduced in hydrogen flow at an ordinary temperature under atmospheric pressure. After the reaction was completed, the palladium-carbon was filtered off, and the filtrate was subjected to distillation under the reduced pressure, to obtain 10 g of oily product. The product was... Starting materials: COc1cc2c(cc1[N+](=O)[O-])N(C(=O)CN(C)C)CCC2, CO, [H][H]. Yields the product COc1cc2c(cc1N)N(C(=O)CN(C)C)CCC2. Reaction SMILES: [CH3:1][N:2]([CH2:3][C:4](=[O:5])[N:6]1[CH2:7][CH2:8][CH2:9][c:10]2[cH:11][c:12]([O:19][CH3:20])[c:13]([N+:16]([O-:17])=[O:18])[cH:14][c:15]21)[CH3:21].[CH3:24][OH:25].[H:22][H:23]>>[CH3:1][N:2]([CH2:3][C:4](=[O:5])[N:6]1[CH2:7][CH2:8][CH2:9][c:10]2[cH:11][c:12]([O:19][CH3:20])[c:13]([NH2:16])[cH:14][c:15]21)[CH3:21]. Reactants: CC(C)CCC[C@@H](C)[C@H]1CC[C@H]2[C@@H]3CC[C@@H]4CCCC[C@]4(C)[C@H]3CC[C@]12C (5β-cholestane), [OH-].[Na+] (sodium hydroxide). The solvent is C(C)O (ethanol). Reaction conditions: temperature 80 celsius. Yields the product CC(C)CCC[C@@H](C)[C@H]1CC[C@H]2[C@@H]3CC=C4C[C@@H](O)CC[C@]4(C)[C@H]3CC[C@]12C (Cholesterol). As a reaction SMILES: [CH3:1][CH:2]([CH2:4][CH2:5][CH2:6][C@H:7]([C@@H:9]1[C@:26]2([CH3:27])[C@H:12]([C@H:13]3[C@H:23]([CH2:24][CH2:25]2)[C@:21]2([CH3:22])[C@@H:16]([CH2:17][CH2:18][CH2:19][CH2:20]2)[CH2:15][CH2:14]3)[CH2:11][CH2:10]1)[CH3:8])[CH3:3].[OH-:28].[Na+]>C(O)C>[CH3:3][CH:2]([CH2:4][CH2:5][CH2:6][C@H:7]([C@@H:9]1[C@:26]2([CH3:27])[C@H:12]([C@H:13]3[C@H:23]([CH2:24][CH2:25]2)[C@:21]2([CH3:22])[C:16]([CH2:17][C@H:18]([CH2:19][CH2:20]2)[OH:28])=[CH:15][CH2:14]3)[CH2:11][CH2:10]1)[CH3:8])[CH3:1] |f:1.2|. Procedure: Feces (day 14) (25 mg) were weighed and placed in a test tube (15 mL) equipped with a screw cap, and an internal standard substance (5β-cholestane) (0.1 μmol) and a 90% ethanol solution containing 1N sodium hydroxide (1 mL) were added thereto. The mixture was heated at 80° C. by means of a block heater. One hour after, distilled water (0.5 mL) was added, and neutral sterols were taken through two rounds of extraction by use of petroleum ether (2.5 mL). The resultant extract was washed with disti... Starting materials: COC(CN)OC (aminoacetaldehyde dimethyl acetal), C(CCCC)O (pentanol). The product is C(CCCC)OC(CN)OCCCCC (Aminoacetaldehyde di-n-pentyl acetal). RXN SMILES: [CH3:1][O:2][CH:3]([O:6][CH3:7])[CH2:4][NH2:5].C(O)[CH2:9][CH2:10][CH2:11][CH3:12]>>[CH2:1]([O:2][CH:3]([O:6][CH2:7][CH2:12][CH2:11][CH2:10][CH3:9])[CH2:4][NH2:5])[CH2:9][CH2:10][CH2:11][CH3:12]. Reported procedure: Aminoacetaldehyde di-n-pentyl acetal was prepared by transacetalization of aminoacetaldehyde dimethyl acetal with pentanol following the general procedure of Juret and Chin in J. Am. Chem. Soc. 83, 1560 (1961). The reactants are O=C([O-])[O-], CCCCO, ClCCC(c1ccccc1)c1ccccc1, [K+], [K+], COc1ccc(C(C)N)cc1OC. Product: Cl, COc1ccc(C(C)NCCC(c2ccccc2)c2ccccc2)cc1OC. Reaction SMILES: [C:14](=[O:15])([O-:16])[O-:17].[CH2:36]([OH:37])[CH2:38][CH2:39][CH3:40].[Cl:20][CH2:21][CH2:22][CH:23]([c:24]1[cH:25][cH:26][cH:27][cH:28][cH:29]1)[c:30]1[cH:31][cH:32][cH:33][cH:34][cH:35]1.[K+:18].[K+:19].[NH2:1][CH:2]([CH3:3])[c:4]1[cH:5][c:6]([O:12][CH3:13])[c:7]([O:10][CH3:11])[cH:8][cH:9]1>>[ClH:20].[NH:1]([CH:2]([CH3:3])[c:4]1[cH:5][c:6]([O:12][CH3:13])[c:7]([O:10][CH3:11])[cH:8][cH:9]1)[CH2:21][CH2:22][CH:23]([c:24]1[cH:25][cH:26][cH:27][cH:28][cH:29]1)[c:30]1[cH:31][cH:32][cH:33][cH:34][cH:35]1.